This data is from the Open Reaction Database (ORD), a public repository of structured organic reaction records. The task is: describe an organic reaction: reactants, conditions, products, and yield Reactants: IC1=C(N2CCC3=C(C(C2=N1)OC1CCN(CC1)C)C=CC=C3)C#N (2-iodo-4-(1-methylpiperidin-4-yloxy)-9,10-dihydro-4H-3,10a-diaza-benzo[f]azulene-1-carbonitrile), C(C(C)=C)[Sn](CCCC)(CCCC)CCCC.[K] (potassium methallyltributyltin), [Li+].[Cl-] (LiCl). Reagents/catalysts: C=1C=CC(=CC1)[P](C=2C=CC=CC2)(C=3C=CC=CC3)[Pd]([P](C=4C=CC=CC4)(C=5C=CC=CC5)C=6C=CC=CC6)([P](C=7C=CC=CC7)(C=8C=CC=CC8)C=9C=CC=CC9)[P](C=1C=CC=CC1)(C=1C=CC=CC1)C=1C=CC=CC1 (Pd(PPh3)4). Solvent: CN(C)C=O (DMF). Reaction conditions: temperature 110 celsius. Product: CC(CC1=C(N2CCC3=C(C(C2=N1)OC1CCN(CC1)C)C=CC=C3)C#N)=C (2-(2-methylallyl)-4-(1-methylpiperidin-4-yloxy)-9,10-dihydro-4H-3,10a-diaza-benzo[f]azulene-1-carbonitrile). RXN SMILES: I[C:2]1[N:11]=[C:10]2[N:4]([CH2:5][CH2:6][C:7]3[CH:23]=[CH:22][CH:21]=[CH:20][C:8]=3[CH:9]2[O:12][CH:13]2[CH2:18][CH2:17][N:16]([CH3:19])[CH2:15][CH2:14]2)[C:3]=1[C:24]#[N:25].[CH2:26]([Sn](CCCC)(CCCC)CCCC)[C:27](=[CH2:29])[CH3:28].[K].[Li+].[Cl-]>CN(C=O)C.C1C=CC([P]([Pd]([P](C2C=CC=CC=2)(C2C=CC=CC=2)C2C=CC=CC=2)([P](C2C=CC=CC=2)(C2C=CC=CC=2)C2C=CC=CC=2)[P](C2C=CC=CC=2)(C2C=CC=CC=2)C2C=CC=CC=2)(C2C=CC=CC=2)C2C=CC=CC=2)=CC=1>[CH3:28][C:27](=[CH2:26])[CH2:29][C:2]1[N:11]=[C:10]2[N:4]([CH2:5][CH2:6][C:7]3[CH:23]=[CH:22][CH:21]=[CH:20][C:8]=3[CH:9]2[O:12][CH:13]2[CH2:18][CH2:17][N:16]([CH3:19])[CH2:15][CH2:14]2)[C:3]=1[C:24]#[N:25] |f:1.2,3.4,^1:42,54,56,75,94|. Reported procedure: To a solution of 2-iodo-4-(1-methylpiperidin-4-yloxy)-9,10-dihydro-4H-3,10a-diaza-benzo[f]azulene-1-carbonitrile (example 221) (107 mg, 0.239 mmole) in DMF (4 mL) are added potassium methallyltributyltin (331 mg, 0.95 mmole), Pd(PPh3)4 (28 mg, 0.025 mmole), LiCl (51 mg, 1.30 mmole). The flask is evacuated and filled with argon. The reaction mixture is heated at 110° C. for 5 hours. AcOEt and water are added, as well as a 10% KF solution. The aqueous phase is extracted with AcOEt. The organic pha... Starting materials: CC(C)(C)C1=NC(=NC(=C1OCOCCOC)C(C)(C)C)C#N (4,6-bis(1,1-dimethylethyl) -5-[(2-methoxyethoxy)methoxy]-2-pyrimidine carbonitrile), FC(C(=O)O)(F)F (trifluoroacetic acid). Product: CC(C)(C)C1=NC(=NC(=C1O)C(C)(C)C)C#N (4,6-bis(1,1-dimethylethyl)-5-hydroxy-2-pyrimidine carbonitrile). The yield is 68.2%. Reaction SMILES: [CH3:1][C:2]([C:5]1[C:10]([O:11]COCCOC)=[C:9]([C:18]([CH3:21])([CH3:20])[CH3:19])[N:8]=[C:7]([C:22]#[N:23])[N:6]=1)([CH3:4])[CH3:3].FC(F)(F)C(O)=O>>[CH3:4][C:2]([C:5]1[C:10]([OH:11])=[C:9]([C:18]([CH3:21])([CH3:20])[CH3:19])[N:8]=[C:7]([C:22]#[N:23])[N:6]=1)([CH3:1])[CH3:3]. Reported procedure: According to the procedure of Example 18, 4,6-bis(1,1-dimethylethyl) -5-[(2-methoxyethoxy)methoxy]-2-pyrimidine carbonitrile (9.1 g, 28.3 mmol) is treated with trifluoroacetic acid to give 4,6-bis(1,1-dimethylethyl)-5-hydroxy-2-pyrimidine carbonitrile (4.5 g, 68%); mp 203°-205° C. Product: CCOC(=O)CNCC(O)COC. RXN SMILES: [CH2:7]([CH3:8])[O:9][C:10]([CH2:11][NH2:12])=[O:13].[CH3:14][CH2:15][OH:16].[CH3:1][O:2][CH2:3][CH:4]1[CH2:5][O:6]1>>[CH3:1][O:2][CH2:3][CH:4]([CH2:5][NH:12][CH2:11][C:10]([O:9][CH2:7][CH3:8])=[O:13])[OH:6]. Starting materials: CCOC(=O)CN, CCO, COCC1CO1.